The task is: describe an organic reaction: reactants, conditions, products, and yield. This data is from the Open Reaction Database (ORD), a public repository of structured organic reaction records. The reactants are BrCCc1ccccc1, CN(C)C=O, c1cc2c(cn1)CCCC2. The product is [Br-], c1ccc(CC[n+]2ccc3c(c2)CCCC3)cc1. As a reaction SMILES: [Br:11][CH2:12][CH2:13][c:14]1[cH:15][cH:16][cH:17][cH:18][cH:19]1.[CH3:20][N:21]([CH3:22])[CH:23]=[O:24].[cH:1]1[n:2][cH:3][cH:4][c:5]2[c:10]1[CH2:9][CH2:8][CH2:7][CH2:6]2>>[Br-:11].[cH:1]1[n+:2]([CH2:12][CH2:13][c:14]2[cH:15][cH:16][cH:17][cH:18][cH:19]2)[cH:3][cH:4][c:5]2[c:10]1[CH2:9][CH2:8][CH2:7][CH2:6]2. Reactants: ClC1=C2C(=NC=C1)C=C(S2)C(=O)N2C[C@@H](CC2)OC (7-chloro-2-[(R)-3-methoxypyrrolidine-1-carbonyl]thieno[3,2-b]pyridine), CO[C@H]1CN(CC1)C(=O)C1=CC2=NC=CC(=C2S1)OC=1C=CC2=C(SC(=C2C(=O)O)C)C1 (6-[(2-{[(3R)-3-methoxypyrrolidin-1-yl]carbonyl}thieno[3,2-b]pyridin-7-yl)oxy]-2-methylbenzo[b]thiophene-3-carboxylic acid), C(=O)([O-])[O-].[Cs+].[Cs+] (Cs2CO3). Yields the product CNC(=O)C1=C(OC2=C1C=CC(=C2)OC2=C1C(=NC=C2)C=C(S1)C(=O)N1CC(CC1)OC)C (6-(2-[3-methoxypyrrolidine-1-carbonyl]thieno[3,2-b]pyridin-7-yloxy)-2-methylbenzofuran-3-carboxylic acid methylamide). The yield is 57.6%. RXN SMILES: ClC1C=C[N:5]=[C:4]2C=C(C(N3CC[C@@H](OC)C3)=O)SC=12.[CH3:20][O:21][C@@H:22]1[CH2:26][CH2:25][N:24]([C:27]([C:29]2[S:37][C:36]3[C:31](=[N:32][CH:33]=[CH:34][C:35]=3[O:38][C:39]3[CH:40]=[CH:41][C:42]4[C:46]([C:47]([OH:49])=O)=[C:45]([CH3:50])S[C:43]=4[CH:51]=3)[CH:30]=2)=[O:28])[CH2:23]1.C([O-])([O-])=[O:53].[Cs+].[Cs+]>>[CH3:4][NH:5][C:47]([C:46]1[C:42]2[CH:41]=[CH:40][C:39]([O:38][C:35]3[CH:34]=[CH:33][N:32]=[C:31]4[CH:30]=[C:29]([C:27]([N:24]5[CH2:25][CH2:26][CH:22]([O:21][CH3:20])[CH2:23]5)=[O:28])[S:37][C:36]=34)=[CH:51][C:43]=2[O:53][C:45]=1[CH3:50])=[O:49] |f:2.3.4|. Reported procedure: This material was prepared by the reaction of 7-chloro-2-[(R)-3-methoxypyrrolidine-1-carbonyl]thieno[3,2-b]pyridine 4b (144 mg, 0.5 mmole) with 6-hydroxy-2-methylbenzo[b]furan-3-carboxylic acid methylamide 11c (120 mg, 0.6 mmole) and Cs2CO3 (794 mg, 2.4 mmole) in a manner as previously described for example 1 to give 134 mg (59%) of an off-white solid. 1H NMR (DMSO-d6) δ 8.58 (1H, d, J=5.3 Hz), 8.07 (1H, s), 7.97 (1H, d, J=4.5 Hz), 7.83 (1H, d, J=8.6 Hz), 7.65 (1H, d, J=2.0 Hz), 7.24 (1H, dd, J=... Reactants: ester, OC1=CC=C2C=3C=CC(=CC3CC2=C1)C(C(=O)O)C (7-hydroxy-α-methylfluorene-2-acetic acid), [N+](=[N-])=C (diazomethane), CO (methanol), C([O-])([O-])=O.[K+].[K+] (potassium carbonate), methyl ester, CI (methyl iodide). The solvent is CC(=O)C (acetone). Product: COC(C(C1=CC=2CC3=CC(=CC=C3C2C=C1)OC)C)=O (7-Methoxy-α-methylfluorene-2-acetic acid methyl ester). As a reaction SMILES: O[C:2]1[CH:14]=[C:13]2[C:5]([C:6]3[CH:7]=[CH:8][C:9]([CH:15]([CH3:19])[C:16](O)=[O:17])=[CH:10][C:11]=3[CH2:12]2)=[CH:4][CH:3]=1.[N+](=C)=[N-].[C:23](=O)([O-])[O-:24].[K+].[K+].CI.[CH3:31][OH:32]>CC(C)=O>[CH3:31][O:32][C:16](=[O:17])[CH:15]([CH3:19])[C:9]1[CH:8]=[CH:7][C:12]2[C:13]3[C:5](=[CH:4][C:3]([O:24][CH3:23])=[CH:2][CH:14]=3)[CH2:6][C:11]=2[CH:10]=1 |f:2.3.4|. Procedure: A solution of 7-hydroxy-α-methylfluorene-2-acetic acid (10.8 g) in methanol is treated with an excess of ethereal diazomethane to prepare the methyl ester. The ester is dissolved in acetone (550 ml) containing potassium carbonate (110 g) treated with methyl iodide (83 ml) and refluxed overnight. The mixture is filtered and the filtrate evaporated to dryness. The residue is treated with ethyl acetate and filtered to give the crude product. A portion of this material is plate chromatographed on si... Reaction SMILES: [CH3:1][O:2][C:3]([c:4]1[cH:5][cH:6][c:7]([CH2:10][N:11]([C:12](=[O:13])[NH:14][CH:15]([CH3:16])[c:17]2[cH:18][cH:19][c:20]([Cl:23])[cH:21][cH:22]2)[c:24]2[cH:25][cH:26][c:27]([CH:30]3[CH2:31][CH2:32][CH2:33][CH2:34][CH2:35]3)[cH:28][cH:29]2)[cH:8][cH:9]1)=[O:36].[CH3:40][CH2:41][OH:42].[ClH:39].[Na+:38].[OH-:37]>>[O:2]=[C:3]([c:4]1[cH:5][cH:6][c:7]([CH2:10][N:11]([C:12](=[O:13])[NH:14][CH:15]([CH3:16])[c:17]2[cH:18][cH:19][c:20]([Cl:23])[cH:21][cH:22]2)[c:24]2[cH:25][cH:26][c:27]([CH:30]3[CH2:31][CH2:32][CH2:33][CH2:34][CH2:35]3)[cH:28][cH:29]2)[cH:8][cH:9]1)[OH:36]. Yields the product CC(NC(=O)N(Cc1ccc(C(=O)O)cc1)c1ccc(C2CCCCC2)cc1)c1ccc(Cl)cc1. The reactants are COC(=O)c1ccc(CN(C(=O)NC(C)c2ccc(Cl)cc2)c2ccc(C3CCCCC3)cc2)cc1, CCO, Cl, [Na+], [OH-]. Starting materials: CC(C)C#N, Cc1ccccc1, CCOC(C)=O, COC(=O)CC(=O)c1ccc(F)cc1, O, Cl[Sn](Cl)(Cl)Cl. The product is COC(=O)C(C(=O)c1ccc(F)cc1)=C(N)C(C)C. RXN SMILES: [C:15]([CH:16]([CH3:17])[CH3:18])#[N:19].[CH3:26][c:27]1[cH:28][cH:29][cH:30][cH:31][cH:32]1.[CH3:33][CH2:34][O:35][C:36](=[O:37])[CH3:38].[F:1][c:2]1[cH:3][cH:4][c:5]([C:6](=[O:7])[CH2:8][C:9](=[O:10])[O:11][CH3:12])[cH:13][cH:14]1.[OH2:25].[Sn:20]([Cl:21])([Cl:22])([Cl:23])[Cl:24]>>[F:1][c:2]1[cH:3][cH:4][c:5]([C:6](=[O:7])[C:8]([C:9](=[O:10])[O:11][CH3:12])=[C:15]([CH:16]([CH3:17])[CH3:18])[NH2:19])[cH:13][cH:14]1.